This data is from the Open Reaction Database (ORD), a public repository of structured organic reaction records. The task is: describe an organic reaction: reactants, conditions, products, and yield Run in CCCCCCC (heptane). Reactants: NC=1C(NC(N(C1N)CC1CCCCC1)=S)=O (5,6-Diamino-1-cyclohexylmethyl-2-thioxo-2,3-dihydro-1H-pyrimidin-4-one), C(OCC)(OCC)OCC (triethyl orthoformate). Procedure: 5,6-Diamino-1-cyclohexylmethyl-2-thioxo-2,3-dihydro-1H-pyrimidin-4-one, (1.44 g, 5.67 mmol) together with triethyl orthoformate (15 mL) was heated at 146° C. for 2 h and 10 minutes. The mixture was allowed to cool to ambient temperature and then further cooled on an ice-bath, followed by addition of heptane (5 mL). After filtration of the suspension and washing with heptane (20 mL), the obtained solid was dried in vacuo. Suspending the solid (1.2 g) in a hot mixture of 2-propanol (125 mL), water... RXN SMILES: [NH2:1][C:2]1[C:3](=[O:17])[NH:4][C:5](=[S:16])[N:6]([CH2:9][CH:10]2[CH2:15][CH2:14][CH2:13][CH2:12][CH2:11]2)[C:7]=1[NH2:8].[CH:18](OCC)(OCC)OCC>CCCCCCC>[CH:10]1([CH2:9][N:6]2[C:7]3[N:8]=[CH:18][NH:1][C:2]=3[C:3](=[O:17])[NH:4][C:5]2=[S:16])[CH2:15][CH2:14][CH2:13][CH2:12][CH2:11]1. Yields the product C1(CCCCC1)CN1C(NC(C=2NC=NC12)=O)=S (3-Cyclohexylmethyl-2-thioxanthine). The yield is 63.0%.